The task is: describe an organic reaction: reactants, conditions, products, and yield. This data is from the Open Reaction Database (ORD), a public repository of structured organic reaction records. Starting materials: COC=C1CCC(CC1)C1=CC=C(C#N)C=C1 (p-[4-(methoxymethylene)cyclohexyl]benzonitrile), O1CCCC1 (tetrahydrofuran). The solvent is O (water). Product: C(#N)C1=CC=C(C=C1)[C@@H]1CC[C@H](CC1)C=O (trans-4-(p-cyanophenyl)cyclohexanecarboxaldehyde). Yield: 27.7%. As a reaction SMILES: C[O:2][CH:3]=[C:4]1[CH2:9][CH2:8][CH:7]([C:10]2[CH:17]=[CH:16][C:13]([C:14]#[N:15])=[CH:12][CH:11]=2)[CH2:6][CH2:5]1.O1CCCC1>O>[C:14]([C:13]1[CH:16]=[CH:17][C:10]([C@H:7]2[CH2:8][CH2:9][C@H:4]([CH:3]=[O:2])[CH2:5][CH2:6]2)=[CH:11][CH:12]=1)#[N:15]. Procedure: A mixture of 14.25 g of p-[4-(methoxymethylene)cyclohexyl]benzonitrile (purity 96.1%) and 200 ml of tetrahydrofuran/2N hydrochloric acid (vol. 4:1) was heated to reflux for 30 minutes. The reaction mixture was subsequently poured into 300 ml of water and extracted three times with 200 ml of diethyl ether each time. The organic phases were washed with 200 ml of water, dried over magnesium sulphate and concentrated. There were thus obtained 13.75 g (103%) of crude product of 4-(p-cyanophenyl)cyclo...